From a dataset of the Open Reaction Database (ORD), a public repository of structured organic reaction records. describe an organic reaction: reactants, conditions, products, and yield The reactants are N[C@@H]1[C@@H](N(CCC1)C(=O)OC(C)(C)C)C1=CC=CC=C1 ((2S, 3S)-3-Amino-1-tert-butoxycarbonyl-2-phenylpiperidine), CC(C(F)(F)F)(C)C=1C=CC(=C(C=O)C1)OC (5-(1,1-Dimethyl-2,2,2-trifluoroethyl)-2-methoxybenzaldehyde), C(C)(C)(C)OC(=O)N1[C@H]([C@H](CCC1)NCC1=C(C=CC(=C1)C(C)(F)F)OC(F)(F)F)C1=CC=CC=C1 ((2S, 3S)-1-tert-Butoxycarbonyl-3-(5-( 1,1-difluoroethyl)-2-(trifluoromethoxy)benzyl)amino-2-phenylpiperidine). The product is C(C)(C)(C)OC(=O)N1[C@H]([C@H](CCC1)NCC1=C(C=CC(=C1)C(C(F)(F)F)(C)C)OC)C1=CC=CC=C1 ((2S, 3S)-1-tert-Butoxycarbonyl-3-[5-(1,1-Dimethyl-2,2,2-trifluoroethyl)-2-methoxybenzylamino]-2-phenylpiperidine). Reaction SMILES: [NH2:1][C@H:2]1[CH2:7][CH2:6][CH2:5][N:4]([C:8]([O:10][C:11]([CH3:14])([CH3:13])[CH3:12])=[O:9])[C@H:3]1[C:15]1[CH:20]=[CH:19][CH:18]=[CH:17][CH:16]=1.[CH3:21][C:22]([C:28]1[CH:29]=[CH:30][C:31]([O:36][CH3:37])=[C:32]([CH:35]=1)[CH:33]=O)([CH3:27])[C:23]([F:26])([F:25])[F:24].C(OC(N1CCC[C@H](NCC2C=C(C(F)(F)C)C=CC=2OC(F)(F)F)[C@@H]1C1C=CC=CC=1)=O)(C)(C)C>>[C:11]([O:10][C:8]([N:4]1[CH2:5][CH2:6][CH2:7][C@H:2]([NH:1][CH2:33][C:32]2[CH:35]=[C:28]([C:22]([CH3:27])([CH3:21])[C:23]([F:26])([F:24])[F:25])[CH:29]=[CH:30][C:31]=2[O:36][CH3:37])[C@@H:3]1[C:15]1[CH:16]=[CH:17][CH:18]=[CH:19][CH:20]=1)=[O:9])([CH3:14])([CH3:13])[CH3:12]. Procedure details: This compound was prepared from Compound 12 and Compound 71 in the same manner of Compound 26. Starting materials: ClC1=CC(=NC=C1)C(=O)N (4-Chloropicolinamide), FC(C(=O)O)(F)F.NC1=NC=CC(=C1C1=CC=C(C=C1)CC(=O)N)OC1=C(C=C(C=C1)NC(=O)NC(CC1=CC=C(C=C1)F)=O)F (1-(4-(2-Amino-3-(4-(2-amino-2-oxoethyl)phenyl)pyridin-4-yloxy)-3-fluorophenyl)-3-(2-(4-fluorophenyl)acetyl)urea trifluoroacetic acid salt), NC1=CC(=C(C(=C1)F)O)F (4-amino-2,6-difluorophenol). Yields the product NC1=CC(=C(OC2=CC(=NC=C2)C(=O)N)C(=C1)F)F (4-(4-Amino-2,6-difluorophenoxy)picolinamide). Yield: 28.9%. RXN SMILES: Cl[C:2]1[CH:7]=[CH:6][N:5]=[C:4]([C:8]([NH2:10])=[O:9])[CH:3]=1.FC(F)(F)C(O)=O.NC1C(C2C=CC(CC(N)=O)=CC=2)=C(OC2C=CC(NC(NC(=O)CC3C=CC(F)=CC=3)=O)=CC=2F)C=CN=1.[NH2:57][C:58]1[CH:63]=[C:62]([F:64])[C:61]([OH:65])=[C:60]([F:66])[CH:59]=1>>[NH2:57][C:58]1[CH:63]=[C:62]([F:64])[C:61]([O:65][C:2]2[CH:7]=[CH:6][N:5]=[C:4]([C:8]([NH2:10])=[O:9])[CH:3]=2)=[C:60]([F:66])[CH:59]=1 |f:1.2|. Reported procedure: 4-Chloropicolinamide (0.47 g, 3.0 mmol) was converted to the title compound (0.23 g, 29%) in a manner similar to the preparation of Compound C of Example 112, except that 4-amino-2,6-difluorophenol (0.44 g, 3.0 mmol) was used instead of 4-amino-2,5-difluorophenol. 1H NMR (DMSO-d6) δ 8.60 (d, 1H, J=5.6 Hz), 8.22 (br s, 1H), 7.83 (br s, 1H), 7.45-7.46 (m, 1H), 7.30-7.32 (m, 1H), 6.43-6.49 (m, 2H), 5.94 (s, 2H); MS (ESI+) m/z 266 (M+H)+. The reactants are Fc1cccc(Cl)c1CBr, C1CCOC1, C[Si](C)(C)[N-][Si](C)(C)C, O=C1CCCCN1C1CCCCC1, [Li+]. Yields the product O=C1C(Cc2c(F)cccc2Cl)CCCN1C1CCCCC1. RXN SMILES: [Br:24][CH2:25][c:26]1[c:27]([Cl:33])[cH:28][cH:29][cH:30][c:31]1[F:32].[CH2:34]1[O:35][CH2:36][CH2:37][CH2:38]1.[CH3:14][Si:15]([N-:16][Si:17]([CH3:18])([CH3:19])[CH3:20])([CH3:21])[CH3:22].[CH:1]1([N:7]2[C:8](=[O:13])[CH2:9][CH2:10][CH2:11][CH2:12]2)[CH2:2][CH2:3][CH2:4][CH2:5][CH2:6]1.[Li+:23]>>[CH:1]1([N:7]2[C:8](=[O:13])[CH:9]([CH2:25][c:26]3[c:27]([Cl:33])[cH:28][cH:29][cH:30][c:31]3[F:32])[CH2:10][CH2:11][CH2:12]2)[CH2:2][CH2:3][CH2:4][CH2:5][CH2:6]1. The reactants are CC(C)(C)OC(NC(CC(C)C)C(=O)N1CC(C2=CC=CC=C12)CC1C(NC2=C(C(=N1)C1=CC=CC=C1)C=CC=C2)=O)=O ((1-[(3-[(2,3-dihydro-2-oxo-5-phenyl-1,4-benzodiazepin-3-yl)methyl]-2,3-dihydro-1H-indol-1-yl) carbonyl]-3-methylbutyl]-carbamic acid-1,1-dimethylethyl ester), Cl (HCl). Run in C(C)(=O)OCC (ethyl acetate). The product is Cl.NC(C(=O)N1CC(C2=CC=CC=C12)CC1C(NC2=C(C(=N1)C1=CC=CC=C1)C=CC=C2)=O)CC(C)C (1-(2-Amino-4-methyl-1-oxopentyl)-3-((2,3-dihydro-2-oxo-5-phenyl-1H-1,4-benzodiazepin-3-yl)methyl)-2,3-dihydro-1H-indole hydrochloride). As a reaction SMILES: CC(OC(=O)[NH:7][CH:8]([C:13]([N:15]1[C:23]2[C:18](=[CH:19][CH:20]=[CH:21][CH:22]=2)[CH:17]([CH2:24][CH:25]2[N:31]=[C:30]([C:32]3[CH:37]=[CH:36][CH:35]=[CH:34][CH:33]=3)[C:29]3[CH:38]=[CH:39][CH:40]=[CH:41][C:28]=3[NH:27][C:26]2=[O:42])[CH2:16]1)=[O:14])[CH2:9][CH:10]([CH3:12])[CH3:11])(C)C.[ClH:44]>C(OCC)(=O)C>[ClH:44].[NH2:7][CH:8]([CH2:9][CH:10]([CH3:12])[CH3:11])[C:13]([N:15]1[C:23]2[C:18](=[CH:19][CH:20]=[CH:21][CH:22]=2)[CH:17]([CH2:24][CH:25]2[N:31]=[C:30]([C:32]3[CH:33]=[CH:34][CH:35]=[CH:36][CH:37]=3)[C:29]3[CH:38]=[CH:39][CH:40]=[CH:41][C:28]=3[NH:27][C:26]2=[O:42])[CH2:16]1)=[O:14] |f:3.4|. Procedure details: The procedure of Example 2 was carried out in which (1-[(3-[(2,3-dihydro-2-oxo-5-phenyl-1,4-benzodiazepin-3-yl)methyl]-2,3-dihydro-1H-indol-1-yl) carbonyl]-3-methylbutyl]-carbamic acid-1,1-dimethylethyl ester was reacted with excess HCl gas in ethyl acetate at 0° C. to give the title compound as a foam.